Dataset: the Open Reaction Database (ORD), a public repository of structured organic reaction records. Task: describe an organic reaction: reactants, conditions, products, and yield Reactants: FC(OC=1C=C(N)C=CC1)(F)F (3-(trifluoromethoxy)aniline), ClC1=CC=CC(=N1)NC1=CC(=C(C=C1)N1C=NC(=C1)C)OC ((6-chloro-pyridin-2-yl)-[3-methoxy-4-(4-methyl-imidazol-1-yl)-phenyl]-amine). Yields the product COC=1C=C(C=CC1N1C=NC(=C1)C)NC1=NC(=CC=C1)NC1=CC(=CC=C1)OC(F)(F)F (N-[3-Methoxy-4-(4-methyl-imidazol-1-yl)-phenyl]-N′-(3-trifluoromethoxy-phenyl)-pyridine-2,6-diamine), solid. Yield: 3.0%. Reaction SMILES: [F:1][C:2]([F:12])([F:11])[O:3][C:4]1[CH:5]=[C:6]([CH:8]=[CH:9][CH:10]=1)[NH2:7].Cl[C:14]1[N:19]=[C:18]([NH:20][C:21]2[CH:26]=[CH:25][C:24]([N:27]3[CH:31]=[C:30]([CH3:32])[N:29]=[CH:28]3)=[C:23]([O:33][CH3:34])[CH:22]=2)[CH:17]=[CH:16][CH:15]=1>>[CH3:34][O:33][C:23]1[CH:22]=[C:21]([NH:20][C:18]2[CH:17]=[CH:16][CH:15]=[C:14]([NH:7][C:6]3[CH:8]=[CH:9][CH:10]=[C:4]([O:3][C:2]([F:11])([F:12])[F:1])[CH:5]=3)[N:19]=2)[CH:26]=[CH:25][C:24]=1[N:27]1[CH:31]=[C:30]([CH3:32])[N:29]=[CH:28]1. Procedure: Prepared in analogy to example 62 from 3-(trifluoromethoxy)aniline and (6-chloro-pyridin-2-yl)-[3-methoxy-4-(4-methyl-imidazol-1-yl)-phenyl]-amine. The title compound was obtained as a brownish solid (Yield=3%). MS ISP (m/e): 456.3 (100) [(M+H)+]. Reactants: C(C1=CC=CC=C1)N1C=2C=CC(=CC2C2=CC=CC=C2C1=O)C#N (5-Benzyl-6-oxo-5,6-dihydrophenanthridine-2-carbonitrile), C(=O)O (formic acid). The reagents and catalysts are [Ni] (Raney nickel). Product: C(C1=CC=CC=C1)N1C=2C=CC(=CC2C2=CC=CC=C2C1=O)C=O (5-benzyl-6-oxo-5,6-dihydrophenanthridine-2-carboxaldehyde). Yield: 80.0%. RXN SMILES: [CH2:1]([N:8]1[C:21](=[O:22])[C:20]2[C:15](=[CH:16][CH:17]=[CH:18][CH:19]=2)[C:14]2[CH:13]=[C:12]([C:23]#N)[CH:11]=[CH:10][C:9]1=2)[C:2]1[CH:7]=[CH:6][CH:5]=[CH:4][CH:3]=1.C(O)=[O:26]>[Ni]>[CH2:1]([N:8]1[C:21](=[O:22])[C:20]2[C:15](=[CH:16][CH:17]=[CH:18][CH:19]=2)[C:14]2[CH:13]=[C:12]([CH:23]=[O:26])[CH:11]=[CH:10][C:9]1=2)[C:2]1[CH:7]=[CH:6][CH:5]=[CH:4][CH:3]=1. Procedure details: 5-Benzyl-6-oxo-5,6-dihydrophenanthridine-2-carbonitrile (1.24 g) and Raney nickel (0.8 g) were suspended in 75% formic acid (25 ml). The suspension was heated under reflux for 1 hour and 40 minutes, and filtered while hot. The filtrate was concentrated and purified by silica gel chromatography (methylene chloride:methanol=50:1) to thereby obtain 1.08 g (yield: 80%) of the title compound as a colorless crystals. Starting materials: P(Br)(Br)Br (PBr3), CC=1N=C(OC1CO)C1=CC=CC=C1 ((4-methyl-2-phenyl-oxazol-5-yl)-methanol). Solvent: CCOCC (Et2O), C(Cl)Cl (CH2Cl2). Run at time 4 hour. The product is BrCC1=C(N=C(O1)C1=CC=CC=C1)C (5-bromomethyl-4-methyl-2-phenyl-oxazole). As a reaction SMILES: P(Br)(Br)[Br:2].[CH3:5][C:6]1[N:7]=[C:8]([C:13]2[CH:18]=[CH:17][CH:16]=[CH:15][CH:14]=2)[O:9][C:10]=1[CH2:11]O>CCOCC.C(Cl)Cl>[Br:2][CH2:11][C:10]1[O:9][C:8]([C:13]2[CH:18]=[CH:17][CH:16]=[CH:15][CH:14]=2)=[N:7][C:6]=1[CH3:5]. Reported procedure: 80 mL (0.67 mmol) of PBr3 is added slowly to a solution of 104 mg (0.57 mmol) of (4-methyl-2-phenyl-oxazol-5-yl)-methanol in 0.5 mL of Et2O and 1.5 mL of CH2Cl2 at 0° C. The cooling bath is removed, and the reaction mixture is stirred for 4 h. The reaction mixture is then partitioned between saturated aqueous NaHCO3 solution and Et2O. The organic phase is separated and washed with brine, dried over MgSO4, filtered, and concentrated in vacuo to produce 5-bromomethyl-4-methyl-2-phenyl-oxazole as a... The reactants are ClC1=C(C(=O)C=2C3=C(SC2C)C=CC(=C3)C(=O)OC)C=CC(=C1)Cl (3-(2,4-Dichlorobenzoyl)-5-(methoxycarbonyl)-2-methylbenzo[b]-thiophene), [BH4-].[Na+] (sodium borohydride), O (Water). Run in O1CCCC1 (tetrahydrofuran), CO (methanol). Run at time 40 minute. Yields the product ClC1=C(C=CC(=C1)Cl)C(C=1C2=C(SC1C)C=CC(=C2)C(=O)OC)O (3-((2,4-Dichlorophenyl)hydroxymethyl)-5-(methoxycarbonyl)-2-methyl-benzo[b]thiophene). Isolated yield 96.3%. Reaction SMILES: [Cl:1][C:2]1[CH:23]=[C:22]([Cl:24])[CH:21]=[CH:20][C:3]=1[C:4]([C:6]1[C:7]2[CH:15]=[C:14]([C:16]([O:18][CH3:19])=[O:17])[CH:13]=[CH:12][C:8]=2[S:9][C:10]=1[CH3:11])=[O:5].[BH4-].[Na+].O>O1CCCC1.CO>[Cl:1][C:2]1[CH:23]=[C:22]([Cl:24])[CH:21]=[CH:20][C:3]=1[CH:4]([OH:5])[C:6]1[C:7]2[CH:15]=[C:14]([C:16]([O:18][CH3:19])=[O:17])[CH:13]=[CH:12][C:8]=2[S:9][C:10]=1[CH3:11] |f:1.2|. Reported procedure: 3-(2,4-Dichlorobenzoyl)-5-(methoxycarbonyl)-2-methylbenzo[b]-thiophene (600 mg, 1.58 mmol) was dissolved in a mixed solvent of tetrahydrofuran (10 ml) and methanol (1 ml), and sodium borohydride (72 mg, 1.9 mmol) was added thereto under ice-cooling. The mixture was stirred for 40 min under ice-cooling. Water was added to the reaction mixture, and the mixture was extracted with ethyl acetate. The organic layer was washed with saturated brine, and dried over anhydrous magnesium sulfate. The desicc...